This data is from the Open Reaction Database (ORD), a public repository of structured organic reaction records. The task is: describe an organic reaction: reactants, conditions, products, and yield Reactants: C(C)C(N(S(=O)(=O)C1=CC=C(C=C1)C)C1=C(C(=CC=C1)Cl)C)C(=O)O (ethyl N-(3-chloro-2-methylphenyl)-N-[(4-methylphenyl)sulfonyl]glycine), [OH-].[Na+] (sodium hydroxide). Run in C(C)O (ethanol), O1CCOCC1 (1,4-dioxane). Reaction conditions: temperature 60 celsius, time 8 hour. Product: ClC=1C(=C(C=CC1)N(CC(=O)O)S(=O)(=O)C1=CC=C(C=C1)C)C (N-(3-chloro-2-methylphenyl)-N-[(4-methylphenyl)sulfonyl]glycine). Yield: 88.3%. As a reaction SMILES: C([CH:3]([C:23]([OH:25])=[O:24])[N:4]([C:15]1[CH:20]=[CH:19][CH:18]=[C:17]([Cl:21])[C:16]=1[CH3:22])[S:5]([C:8]1[CH:13]=[CH:12][C:11]([CH3:14])=[CH:10][CH:9]=1)(=[O:7])=[O:6])C.[OH-].[Na+]>C(O)C.O1CCOCC1>[Cl:21][C:17]1[C:16]([CH3:22])=[C:15]([N:4]([S:5]([C:8]2[CH:9]=[CH:10][C:11]([CH3:14])=[CH:12][CH:13]=2)(=[O:6])=[O:7])[CH2:3][C:23]([OH:25])=[O:24])[CH:20]=[CH:19][CH:18]=1 |f:1.2|. Reported procedure: 35.8 g of ethyl N-(3-chloro-2-methylphenyl)-N-[(4-methylphenyl)sulfonyl]glycine was dissolved in 157 mL of ethanol and 157 mL of 1,4-dioxane, and 157 mL of a 1 M aqueous sodium hydroxide solution was added thereto, followed by stirring at 60° C. overnight. The reaction liquid was cooled to room temperature, and then concentrated under reduced pressure. The residue was dissolved in water, acidified by addition of 1 M hydrochloric acid, and then extracted with ethyl acetate. The organic layer was ... Product: CC1=C(C=CC(=C1)SCC1=NC(=CC=C1)C1=CC=C(C=C1)C(F)(F)F)OCC(=O)O (({2-Methyl-4[({6-[4-(trifluoromethyl)phenyl]-2-pyridinyl}methyl)thio]phenyl}oxy)acetic acid). Conditions: time 4 hour. As a reaction SMILES: [CH3:1][C:2]1[CH:7]=[C:6]([S:8][CH2:9][C:10]2[CH:15]=[CH:14][CH:13]=[C:12]([C:16]3[CH:21]=[CH:20][C:19]([C:22]([F:25])([F:24])[F:23])=[CH:18][CH:17]=3)[N:11]=2)[CH:5]=[CH:4][C:3]=1[O:26][CH2:27][C:28]([O:30]CC)=[O:29].[OH-].[Na+].Cl.CCOC(C)=O>C1COCC1>[CH3:1][C:2]1[CH:7]=[C:6]([S:8][CH2:9][C:10]2[CH:15]=[CH:14][CH:13]=[C:12]([C:16]3[CH:21]=[CH:20][C:19]([C:22]([F:23])([F:24])[F:25])=[CH:18][CH:17]=3)[N:11]=2)[CH:5]=[CH:4][C:3]=1[O:26][CH2:27][C:28]([OH:30])=[O:29] |f:1.2|. The reactants are CC1=C(C=CC(=C1)SCC1=NC(=CC=C1)C1=CC=C(C=C1)C(F)(F)F)OCC(=O)OCC (ethyl ({2-methyl-4-[({6-[4-(trifluoromethyl)phenyl]-2-pyridinyl}methyl)thio]phenyl}oxy)acetate), [OH-].[Na+] (NaOH), Cl (HCl), CCOC(=O)C (EtOAc). The solvent is C1CCOC1 (THF). Procedure details: A solution of ethyl ({2-methyl-4-[({6-[4-(trifluoromethyl)phenyl]-2-pyridinyl}methyl)thio]phenyl}oxy)acetate (367 mg, 0.80 mmol) in THF (5 mL) was treated with aqueous NaOH (2M, 5 mL) and the resulting solution stirred at rt for 4 hours. The mixture was poured into a mixture of aqueous HCl (2M) and EtOAc and the layers separated. The organic layer was then washed with water and brine, dried MgSO4, filtered and then reduced under vacuum. Purification by mass-directed auto-prep HPLC afforded the t... Starting materials: NC1=NC=NC=C1 (4-aminopyrimidine), N12CCN(CC1)CC2 (1,4-diazabicyclo[2.2.2]octane), ClC=1C(=CC(=C(C1)S(=O)(=O)Cl)F)F (5-chloro-2,4-difluorobenzenesulfonyl chloride). The solvent is C(C)#N (acetonitrile). Reaction conditions: time 72 hour. Yields the product ClC=1C(=CC(=C(C1)S(=O)(=O)NC1=NC=NC=C1)F)F (5-chloro-2,4-difluoro-N-pyrimidin-4-ylbenzenesulfonamide). Yield: 4.6%. RXN SMILES: [NH2:1][C:2]1[CH:7]=[CH:6][N:5]=[CH:4][N:3]=1.N12CCN(CC1)CC2.[Cl:16][C:17]1[C:18]([F:28])=[CH:19][C:20]([F:27])=[C:21]([S:23](Cl)(=[O:25])=[O:24])[CH:22]=1>C(#N)C>[Cl:16][C:17]1[C:18]([F:28])=[CH:19][C:20]([F:27])=[C:21]([S:23]([NH:1][C:2]2[CH:7]=[CH:6][N:5]=[CH:4][N:3]=2)(=[O:25])=[O:24])[CH:22]=1. Procedure: A mixture of 4-aminopyrimidine (1.30 g, 13.7 mmol) and 1,4-diazabicyclo[2.2.2]octane (1.54 g, 13.7 mmol) were added concurrently to a solution of 5-chloro-2,4-difluorobenzenesulfonyl chloride (3.4 g, 14 mmol) in anhydrous acetonitrile (63 mL). The reaction mixture immediately turned yellow and a precipitate formed. The reaction mixture was stirred under argon. After 72 hours, the reaction mixture was filtered and the filtrate was concentrated in vacuo to give a residue. The residue was partition... Starting materials: CI (methyl iodide), C(CCCCCCC)OC=1C(=NSN1)C=1C=NC=CC1 (3-(4-octyloxy-1,2,5-thiadiazol-3-yl) pyridine). Run in CC(=O)C (acetone). Run at time 18 hour. Product: [I-].C(CCCCCCC)OC=1C(=NSN1)C=1C=[N+](C=CC1)C (3-(4-octyloxy-1,2,5-thiadiazol-3-yl)-1-methylpyridinium iodide). Reaction SMILES: [CH3:1][I:2].[CH2:3]([O:11][C:12]1[C:13]([C:17]2[CH:18]=[N:19][CH:20]=[CH:21][CH:22]=2)=[N:14][S:15][N:16]=1)[CH2:4][CH2:5][CH2:6][CH2:7][CH2:8][CH2:9][CH3:10]>CC(C)=O>[I-:2].[CH2:3]([O:11][C:12]1[C:13]([C:17]2[CH:18]=[N+:19]([CH3:1])[CH:20]=[CH:21][CH:22]=2)=[N:14][S:15][N:16]=1)[CH2:4][CH2:5][CH2:6][CH2:7][CH2:8][CH2:9][CH3:10] |f:3.4|. Procedure details: A mixture of methyl iodide (1 ml, 15 mmol) and 3-(4-octyloxy-1,2,5-thiadiazol-3-yl) pyridine (3 mmol) in acetone (5 ml) was stirred at room temperature for 18 h. The title compound precipitated from the solution and was collected by filtration to yield 0.81 g (62%). The reactants are Br, ClCCl, O, BrP(Br)(Br)(Br)Br, BrP(Br)Br, CC(O)CCCc1ccccc1. Product: CC(Br)CCCc1ccccc1. RXN SMILES: [Br:7].[CH2:24]([Cl:25])[Cl:26].[OH2:27].[P:1]([Br:2])([Br:3])([Br:4])([Br:5])[Br:6].[P:8]([Br:9])([Br:10])[Br:11].[c:12]1([CH2:18][CH2:19][CH2:20][CH:21]([CH3:22])[OH:23])[cH:13][cH:14][cH:15][cH:16][cH:17]1>>[Br:9][CH:21]([CH2:20][CH2:19][CH2:18][c:12]1[cH:13][cH:14][cH:15][cH:16][cH:17]1)[CH3:22]. Starting materials: [C-]#N, O=N[O-], Nc1cccc(Cl)c1Cl, [Na+], [Na+], [OH-], O, O=S(=O)(O)O. The product is N#Cc1cccc(Cl)c1Cl. As a reaction SMILES: [C-:21]#[N:22].[N:15]([O-:16])=[O:17].[NH2:6][c:7]1[cH:8][cH:9][cH:10][c:11]([Cl:12])[c:13]1[Cl:14].[Na+:18].[Na+:20].[OH-:19].[OH2:23].[S:1](=[O:2])(=[O:3])([OH:4])[OH:5]>>[c:7]1([C:21]#[N:22])[cH:8][cH:9][cH:10][c:11]([Cl:12])[c:13]1[Cl:14]. Starting materials: ClC1=C(C=CC(=C1)Cl)SC1=C(C=C(S1)C(C)O)[N+](=O)[O-] (1-[5-(2,4-dichlorophenyl)sulfanyl-4-nitro-2-thienyl]ethanol), BrP(Br)Br (tribromophosphane). The solvent is ClCCl (dichloromethane). Yields the product BrC(C)C1=CC(=C(S1)SC1=C(C=C(C=C1)Cl)Cl)[N+](=O)[O-] (5-(1-bromoethyl)-2-(2,4-dichlorophenyl)sulfanyl-3-nitro-thiophene). Isolated yield 113.9%. RXN SMILES: [Cl:1][C:2]1[CH:7]=[C:6]([Cl:8])[CH:5]=[CH:4][C:3]=1[S:9][C:10]1[S:14][C:13]([CH:15](O)[CH3:16])=[CH:12][C:11]=1[N+:18]([O-:20])=[O:19].[Br:21]P(Br)Br>ClCCl>[Br:21][CH:15]([C:13]1[S:14][C:10]([S:9][C:3]2[CH:4]=[CH:5][C:6]([Cl:8])=[CH:7][C:2]=2[Cl:1])=[C:11]([N+:18]([O-:20])=[O:19])[CH:12]=1)[CH3:16]. Procedure: To a solution of 1-[5-(2,4-dichlorophenyl)sulfanyl-4-nitro-2-thienyl]ethanol from example 26 (0.6 g, 1.7 mmol) in dichloromethane (10 mL), was added tribromophosphane (0.28 mL, 2.55 mmol). The resulting reaction mixture was kept under reflux for 2 hours. After this time, the reaction mixture was cooled to ambient temperature, quenched with sat'd sodium carbonate aqueous solution and extracted with ethyl acetate. The combined organic phase was dried (Na2SO4) and concentrated to afford the title c... The reactants are CCCCP(CCCC)CCCC, C1CCOC1, COCOc1cc2c(cc1NS(=O)(=O)c1nc(C)cs1)CCC2, CC(F)CO, O=C(N=NC(=O)N1CCCCC1)N1CCCCC1. Yields the product COCOc1cc2c(cc1N(CC(C)F)S(=O)(=O)c1nc(C)cs1)CCC2. RXN SMILES: [CH2:24]([P:25]([CH2:26][CH2:27][CH2:28][CH3:29])[CH2:30][CH2:31][CH2:32][CH3:33])[CH2:34][CH2:35][CH3:36].[CH2:60]1[O:61][CH2:62][CH2:63][CH2:64]1.[CH3:1][O:2][CH2:3][O:4][c:5]1[c:6]([NH:14][S:15](=[O:16])(=[O:17])[c:18]2[s:19][cH:20][c:21]([CH3:23])[n:22]2)[cH:7][c:8]2[c:12]([cH:13]1)[CH2:11][CH2:10][CH2:9]2.[F:37][CH:38]([CH2:39][OH:40])[CH3:41].[N:42]([C:43]([N:44]1[CH2:45][CH2:46][CH2:47][CH2:48][CH2:49]1)=[O:50])=[N:51][C:52]([N:53]1[CH2:54][CH2:55][CH2:56][CH2:57][CH2:58]1)=[O:59]>>[CH3:1][O:2][CH2:3][O:4][c:5]1[c:6]([N:14]([S:15](=[O:16])(=[O:17])[c:18]2[s:19][cH:20][c:21]([CH3:23])[n:22]2)[CH2:39][CH:38]([F:37])[CH3:41])[cH:7][c:8]2[c:12]([cH:13]1)[CH2:11][CH2:10][CH2:9]2. The reactants are COC(CC=1C=C(C(=CC1)OC)C1=C(C=C(C=C1)C(F)(F)F)CO)=O ((2′-hydroxymethyl-6-methoxy-4′-trifluoromethyl-biphenyl-3-yl)-acetic acid methyl ester), CC1(C(NC(N1)=O)=O)C1=CC=CC=C1 (5-methyl-5-phenylhydantoin), C1(=CC=CC=C1)P(C1=CC=CC=C1)C1=CC=CC=C1 (triphenylphosphine), N(=NC(=O)OC(C)C)C(=O)OC(C)C (diisopropyl azodicarboxylate). The solvent is C1CCOC1 (THF). Run at time 8 hour. Product: COC(CC=1C=C(C(=CC1)OC)C1=C(C=C(C=C1)C(F)(F)F)CN1C(NC(C1=O)(C1=CC=CC=C1)C)=O)=O ([6-Methoxy-2′-(4-methyl-2,5-dioxo-4-phenyl-imidazolidin-1-ylmethyl)-4′-trifluoromethyl-biphenyl-3-yl]-acetic acid methyl ester). RXN SMILES: [CH3:1][O:2][C:3](=[O:25])[CH2:4][C:5]1[CH:6]=[C:7]([C:13]2[CH:18]=[CH:17][C:16]([C:19]([F:22])([F:21])[F:20])=[CH:15][C:14]=2[CH2:23]O)[C:8]([O:11][CH3:12])=[CH:9][CH:10]=1.[CH3:26][C:27]1([C:34]2[CH:39]=[CH:38][CH:37]=[CH:36][CH:35]=2)[NH:31][C:30](=[O:32])[NH:29][C:28]1=[O:33].C1(P(C2C=CC=CC=2)C2C=CC=CC=2)C=CC=CC=1.N(C(OC(C)C)=O)=NC(OC(C)C)=O>C1COCC1>[CH3:1][O:2][C:3](=[O:25])[CH2:4][C:5]1[CH:6]=[C:7]([C:13]2[CH:18]=[CH:17][C:16]([C:19]([F:21])([F:22])[F:20])=[CH:15][C:14]=2[CH2:23][N:29]2[C:28](=[O:33])[C:27]([CH3:26])([C:34]3[CH:35]=[CH:36][CH:37]=[CH:38][CH:39]=3)[NH:31][C:30]2=[O:32])[C:8]([O:11][CH3:12])=[CH:9][CH:10]=1. Reported procedure: To (2′-hydroxymethyl-6-methoxy-4′-trifluoromethyl-biphenyl-3-yl)-acetic acid methyl ester (0.158 g, 0.44 mmol), 5-methyl-5-phenylhydantoin (0.102 g, 0.53 mmol), and triphenylphosphine (0.141 g, 0.53 mmol) in THF (3 mL) was added diisopropyl azodicarboxylate (0.1 mL, 0.53 mmol), and the reaction was stirred overnight at room temperature. Once no starting material was seen by analytical LCMS, the mixture was concentrated and purified by silica gel chromatography (0-50% EtOAc in hexanes) to give th...